Dataset: the Open Reaction Database (ORD), a public repository of structured organic reaction records. Task: describe an organic reaction: reactants, conditions, products, and yield Starting materials: COC(OC)C(CNC(=O)c1cc2cc(OCCCS(C)(=O)=O)cc(N(C)S(=O)(=O)c3ccccn3)c2[nH]1)SCc1ccccc1, CCOC(C)=O, ClCCl, O=S(=O)(OS(=O)(=O)C(F)(F)F)C(F)(F)F, O=P(c1ccccc1)(c1ccccc1)c1ccccc1, CSc1ccccc1. Product: COC(OC)C1CN=C(c2cc3cc(OCCCS(C)(=O)=O)cc(N(C)S(=O)(=O)c4ccccn4)c3[nH]2)S1. RXN SMILES: [CH2:36]([c:38]1[cH:39][cH:40][cH:41][cH:42][cH:48]1)[S:43][CH:44]([CH2:45][NH:46][C:47](=[O:37])[c:49]1[nH:50][c:51]2[c:52]([N:66]([S:67](=[O:68])(=[O:69])[c:70]3[n:71][cH:72][cH:73][cH:74][cH:75]3)[CH3:76])[cH:53][c:54]([O:58][CH2:59][CH2:60][CH2:61][S:62](=[O:63])(=[O:64])[CH3:65])[cH:55][c:56]2[cH:57]1)[CH:77]([O:78][CH3:79])[O:80][CH3:81].[CH3:93][CH2:94][O:95][C:96](=[O:97])[CH3:98].[Cl:90][CH2:91][Cl:92].[F:21][C:22]([S:23]([O:24][S:25]([C:26]([F:27])([F:28])[F:29])(=[O:30])=[O:31])(=[O:32])=[O:33])([F:34])[F:35].[c:1]1([P:2](=[O:3])([c:4]2[cH:5][cH:6][cH:7][cH:8][cH:9]2)[c:10]2[cH:11][cH:12][cH:13][cH:14][cH:15]2)[cH:16][cH:17][cH:18][cH:19][cH:20]1.[c:82]1([S:83][CH3:84])[cH:85][cH:86][cH:87][cH:88][cH:89]1>>[S:43]1[CH:44]([CH:77]([O:78][CH3:79])[O:80][CH3:81])[CH2:45][N:46]=[C:47]1[c:49]1[nH:50][c:51]2[c:52]([N:66]([S:67](=[O:68])(=[O:69])[c:70]3[n:71][cH:72][cH:73][cH:74][cH:75]3)[CH3:76])[cH:53][c:54]([O:58][CH2:59][CH2:60][CH2:61][S:62](=[O:63])(=[O:64])[CH3:65])[cH:55][c:56]2[cH:57]1. Reaction SMILES: [H-].[H-].[H-].[H-].[Li+].[Al+3].[F:7][C:8]1[CH:43]=[CH:42][C:11]([CH2:12][C:13]2[CH:22]=[CH:21][C:20]3[C:15](=[CH:16][CH:17]=[C:18]([O:23][CH3:24])[CH:19]=3)[C:14]=2[C:25]([C:27]2[CH:32]=[CH:31][C:30]([O:33][CH2:34][CH2:35][N:36]3[CH2:41][CH2:40][CH2:39][CH2:38][CH2:37]3)=[CH:29][CH:28]=2)=[O:26])=[CH:10][CH:9]=1>C1COCC1>[F:7][C:8]1[CH:9]=[CH:10][C:11]([CH2:12][C:13]2[CH:22]=[CH:21][C:20]3[C:15](=[CH:16][CH:17]=[C:18]([O:23][CH3:24])[CH:19]=3)[C:14]=2[CH:25]([C:27]2[CH:32]=[CH:31][C:30]([O:33][CH2:34][CH2:35][N:36]3[CH2:41][CH2:40][CH2:39][CH2:38][CH2:37]3)=[CH:29][CH:28]=2)[OH:26])=[CH:42][CH:43]=1 |f:0.1.2.3.4.5|. Reactants: [H-].[H-].[H-].[H-].[Li+].[Al+3] (LAH), FC1=CC=C(CC2=C(C3=CC=C(C=C3C=C2)OC)C(=O)C2=CC=C(C=C2)OCCN2CCCCC2)C=C1 ([2-(4-fluoro-benzyl)-6-methoxy-naphthalen-1-yl]-[4-(2-piperidin-1-yl-ethoxy)-phenyl]-methanone). Solvent: C1CCOC1 (THF). Yields the product FC1=CC=C(CC2=C(C3=CC=C(C=C3C=C2)OC)C(O)C2=CC=C(C=C2)OCCN2CCCCC2)C=C1 ([2-(4-fluoro-benzyl)-6-methoxy-naphthalen-1-yl]-[4-(2-piperidin-1-yl-ethoxy)-phenyl]-methanol). Reported procedure: Add LAH solution (2 mL, 1M/THF) to a stirred solution of [2-(4-fluoro-benzyl)-6-methoxy-naphthalen-1-yl]-[4-(2-piperidin-1-yl-ethoxy)-phenyl]-methanone (380 mg) in THF (5 mL) at room temperature. Heat the mixture to reflux for 1 h, cool to r.t. and quench with aq. NaHCO3. Dilute the mixture with CH2Cl2 and wash with water and brine, dry over MgSO4, filter and concentrate to afford [2-(4-fluoro-benzyl)-6-methoxy-naphthalen-1-yl]-[4-(2-piperidin-1-yl-ethoxy)-phenyl]-methanol. Use the product witho... Starting materials: C(C)(=O)OC(C)=O (acetic anhydride), Cl (hydrogen chloride), FC(C=1C=C(CN2C(C3=C(OCCC2)N=C(C=C3C3=C(C=CC=C3)C)Cl)=O)C=C(C1)C(F)(F)F)(F)F (5-[3,5-bis(trifluoromethyl)benzyl]-9-chloro-7-(2-methylphenyl)-6-oxo-2,3,4,5-tetrahydro-6H-pyrido[2,3-b][1,5]oxazocine), C(C)(C)(C)OC(=O)N1CCNCCC1 (1-(t-butoxycarbonyl)homopiperazine). The solvent is C(C)N(CC)CC (triethylamine), C(C)(=O)OCC (ethyl acetate), O1CCCC1 (tetrahydrofuran), C(C)(=O)OCC (ethyl acetate). Reaction conditions: temperature 150 celsius, time 5 hour. Yields the product C(C)(=O)N1CCN(CCC1)C=1C=C(C2=C(OCCCN(C2=O)CC2=CC(=CC(=C2)C(F)(F)F)C(F)(F)F)N1)C1=C(C=CC=C1)C (9-(4-acetylhomopiperazine-1-yl)-5-[3,5-bis(trifluoromethyl)benzyl]-7-(2-methylphenyl)-6-oxo-2,3,4,5-tetrahydro-6H-pyrido[2,3-b][1,5]oxazocine). Yield: 36.0%. Reaction SMILES: [F:1][C:2]([F:36])([F:35])[C:3]1[CH:4]=[C:5]([CH:28]=[C:29]([C:31]([F:34])([F:33])[F:32])[CH:30]=1)[CH2:6][N:7]1[CH2:14][CH2:13][CH2:12][O:11][C:10]2[N:15]=[C:16](Cl)[CH:17]=[C:18]([C:19]3[CH:24]=[CH:23][CH:22]=[CH:21][C:20]=3[CH3:25])[C:9]=2[C:8]1=[O:27].C([O:41][C:42]([N:44]1[CH2:50][CH2:49][CH2:48][NH:47][CH2:46][CH2:45]1)=O)(C)(C)C.Cl.[C:52](OC(=O)C)(=O)C>O1CCCC1.C(OCC)(=O)C.C(N(CC)CC)C>[C:42]([N:44]1[CH2:50][CH2:49][CH2:48][N:47]([C:16]2[CH:17]=[C:18]([C:19]3[CH:24]=[CH:23][CH:22]=[CH:21][C:20]=3[CH3:25])[C:9]3[C:8](=[O:27])[N:7]([CH2:6][C:5]4[CH:4]=[C:3]([C:2]([F:36])([F:35])[F:1])[CH:30]=[C:29]([C:31]([F:34])([F:33])[F:32])[CH:28]=4)[CH2:14][CH2:13][CH2:12][O:11][C:10]=3[N:15]=2)[CH2:46][CH2:45]1)(=[O:41])[CH3:52]. Procedure details: A mixture of 5-[3,5-bis(trifluoromethyl)benzyl]-9-chloro-7-(2-methylphenyl)-6-oxo-2,3,4,5-tetrahydro-6H-pyrido[2,3-b][1,5]oxazocine (compound of Reference Example 17; 100 mg) and 1-(t-butoxycarbonyl)homopiperazine (95.0 mg) was stirred at 150° C. for 5 hours. While the resulting residue was chilled on an ice bath, a 3 mol/L ethyl acetate solution of hydrogen chloride (1 mL) was added, and then the mixture was stirred at room temperature for 1 hour. The solvent was removed by distillation to obta... Reactants: C(C1=CC=CC=C1)OC(CCC1=CC=C(C=C1)OC(C(=O)OC)C(N(C)CCO)=O)=O (3-(4-{[(2-Hydroxy-ethyl)-methyl-carbamoyl]-methoxycarbonylmethoxy}-phenyl)-propionic acid benzyl ester). Reagents/catalysts: [Pd] (palladium on activated carbon). Run in CO (MeOH). Run at time 20 hour. Yields the product OCCN(C(=O)C(OC1=CC=C(C=C1)CCC(=O)O)C(=O)OC)C (3-(4-{[(2-Hydroxy-ethyl)-methyl-carbamoyl]-methoxycarbonylmethoxy}-phenyl)-propionic acid). Reaction SMILES: C([O:8][C:9](=[O:31])[CH2:10][CH2:11][C:12]1[CH:17]=[CH:16][C:15]([O:18][CH:19]([C:24](=[O:30])[N:25]([CH2:27][CH2:28][OH:29])[CH3:26])[C:20]([O:22][CH3:23])=[O:21])=[CH:14][CH:13]=1)C1C=CC=CC=1>CO.[Pd]>[OH:29][CH2:28][CH2:27][N:25]([CH3:26])[C:24]([CH:19]([C:20]([O:22][CH3:23])=[O:21])[O:18][C:15]1[CH:16]=[CH:17][C:12]([CH2:11][CH2:10][C:9]([OH:31])=[O:8])=[CH:13][CH:14]=1)=[O:30]. Procedure details: A solution of 3-(4-{[(2-hydroxy-ethyl)-methyl-carbamoyl]-methoxycarbonylmethoxy}-phenyl)-propionic acid benzyl ester (step 3) (0.44 g, 1.02 mmol) in MeOH (20 ml) was treated with palladium on activated carbon (10% wt, 50 mg, 0.047 mmol) and stirred under an atmosphere of hydrogen for 20 h at RT. The reaction mixture was filtered through Celite® (filter material) and washed through with EtOAc. The filtrate was concentrated in vacuo and purification of the crude product by chromatography on silica... Starting materials: N1=C(C=CC=C1)N1CCNCC1 (1-pyridin-2-ylpiperazine), C(C)(C)N(C(C)C)CC (N,N-diisopropylethylamine), alcohol, N1=CC=CC=C1 (pyridine), CS(=O)(=O)Cl (methanesulfonyl chloride), C(C)(=O)OCC (ethyl acetate). The solvent is ClCCl (dichloromethane). Run at time 1 hour. Yields the product CC=1C=C(C(=O)NCCN2CCN(CC2)C2=NC=CC=C2)C=CC1 (3-methyl-N-[2-(4-pyridin-2-ylpiperazin-1-yl)ethyl]benzamide). The yield is 45.0%. Reaction SMILES: [N:1]1[CH:6]=[CH:5][CH:4]=[CH:3][CH:2]=1.CS(Cl)(=O)=[O:9].[N:12]1[CH:17]=[CH:16][CH:15]=[CH:14][C:13]=1[N:18]1[CH2:23][CH2:22][NH:21][CH2:20][CH2:19]1.C(N(CC)[CH:28]([CH3:30])[CH3:29])(C)C.[C:33](OCC)(=O)[CH3:34]>ClCCl>[CH3:2][C:3]1[CH:4]=[C:5]([CH:30]=[CH:28][CH:29]=1)[C:6]([NH:1][CH2:33][CH2:34][N:21]1[CH2:20][CH2:19][N:18]([C:13]2[CH:14]=[CH:15][CH:16]=[CH:17][N:12]=2)[CH2:23][CH2:22]1)=[O:9]. Procedure: To a solution of the resulting alcohol (55 mg, 0.31 mmol) and pyridine (33 μL, 0.37 mmol) in dichloromethane (0.5 mL) at 0° C. was added methanesulfonyl chloride (43 mg, 0.37 mmol). After 1 hour at room temperature, the mixture was diluted with 10 mL ethyl acetate. The organic layer was washed with 2× dilute aqueous ammonium chloride (5 mL), 2× brine (5 mL), dried over magnesium sulfate, filtered and evaporated. The residue was dissolved in N,N-dimethylformamide (1 mL) and treated with 1-pyridin...